Dataset: the Open Reaction Database (ORD), a public repository of structured organic reaction records. Task: describe an organic reaction: reactants, conditions, products, and yield Reactants: BrC1CN(CCN1)C1=CC=C(C=C1)Cl.CC(C=O)(C)C (3-Bromo-1-(4-chlorophenyl)piperazine 2,2-dimethylpropan-1-one), CN1CCNCC1 (N-Methylpiperazine). Solvent: CN1C(CCC1)=O (N-methylpyrrolidinone). Reaction conditions: temperature 200 celsius, time 20 minute. Product: CC(CN1CCN(CC1)C)(C(=O)N1CCN(CC1)C1=CC=C(C=C1)Cl)C (1-{2,2-dimethyl-3-[4-(4-chlorophenyl)piperazin-1-yl]-3-oxopropyl}-4-methylpiperazine). Isolated yield 36.4%. RXN SMILES: Br[CH:2]1[NH:7][CH2:6][CH2:5][N:4]([C:8]2[CH:13]=[CH:12][C:11]([Cl:14])=[CH:10][CH:9]=2)[CH2:3]1.[CH3:15][C:16]([CH3:20])([CH3:19])[CH:17]=[O:18].[CH3:21][N:22]1[CH2:27][CH2:26][NH:25][CH2:24][CH2:23]1>CN1CCCC1=O>[CH3:15][C:16]([CH3:20])([C:17]([N:7]1[CH2:6][CH2:5][N:4]([C:8]2[CH:13]=[CH:12][C:11]([Cl:14])=[CH:10][CH:9]=2)[CH2:3][CH2:2]1)=[O:18])[CH2:19][N:25]1[CH2:26][CH2:27][N:22]([CH3:21])[CH2:23][CH2:24]1 |f:0.1|. Procedure: 3-Bromo-1-(4-chlorophenyl)piperazine-2,2-dimethylpropan-1-one (0.87 g, 2.43 mmol) was dissolved in N-methylpyrrolidinone (3 mL). N-Methylpiperazine (0.54 mL, 4.85 mmol) was added and the reaction mixture was heated at 200° C. for 15 minutes in a Biotage Initiator microwave at normal absorption. The reaction mixture was purified by reverse phase column chromatography (gradient eluting with MeOH in water, with 1% formic acid in each solvent, 0-30%). The resulting residue was dissolved in DCM (100 ... Yields the product Cl.C1(=CC=CC2=CC=CC=C12)C(=O)C1CCN(CC1)CCCC(=O)C1=CC=C(C=C1)F (4-[4-(1-naphthoyl)-1-piperidyl]-1-(4-fluorophenyl)-1-butanone hydrochloride). Reaction SMILES: [Cl:1][CH2:2][CH2:3][CH2:4][C:5]([C:7]1[CH:12]=[CH:11][C:10]([F:13])=[CH:9][CH:8]=1)=[O:6].ClCCCC(C1C=CC=CC=1)=O.Cl.[NH:27]1[CH2:32][CH2:31][CH:30]([C:33]([C:35]2[C:44]3[C:39](=[CH:40][CH:41]=[CH:42][CH:43]=3)[CH:38]=[CH:37][CH:36]=2)=[O:34])[CH2:29][CH2:28]1.Cl.N1CCC(C(C2C=CC3C(=CC=CC=3)C=2)=O)CC1>>[ClH:1].[C:35]1([C:33]([CH:30]2[CH2:31][CH2:32][N:27]([CH2:2][CH2:3][CH2:4][C:5]([C:7]3[CH:12]=[CH:11][C:10]([F:13])=[CH:9][CH:8]=3)=[O:6])[CH2:28][CH2:29]2)=[O:34])[C:44]2[C:39](=[CH:40][CH:41]=[CH:42][CH:43]=2)[CH:38]=[CH:37][CH:36]=1 |f:2.3,4.5,6.7|. Reported procedure: When in the procedure of Example 19, 4-chloro-1-(4-fluorophenyl)-1-butanone is substituted for 4-chloro-1-phenyl-1-butanone and 1-naphthyl 4-piperidyl ketone hydrochloride is substituted for 2-naphthyl 4-piperidyl ketone hydrochloride, 4-[4-(1-naphthoyl)-1-piperidyl]-1-(4-fluorophenyl)-1-butanone hydrochloride is produced. M.P. 239°-41°. Starting materials: ClCCCC(=O)C1=CC=C(C=C1)F (4-chloro-1-(4-fluorophenyl)-1-butanone), Cl.N1CCC(CC1)C(=O)C1=CC2=CC=CC=C2C=C1 (2-naphthyl 4-piperidyl ketone hydrochloride), ClCCCC(=O)C1=CC=CC=C1 (4-chloro-1-phenyl-1-butanone), Cl.N1CCC(CC1)C(=O)C1=CC=CC2=CC=CC=C12 (1-naphthyl 4-piperidyl ketone hydrochloride). Reactants: CC(Br)c1ccccc1, CC(C)=O, O=[N+]([O-])c1cc(O)ccc1Cl, [Na+], [Na+], O=C([O-])[O-]. Yields the product CC(Oc1ccc(Cl)c([N+](=O)[O-])c1)c1ccccc1. Reaction SMILES: [Br:12][CH:13]([CH3:14])[c:15]1[cH:16][cH:17][cH:18][cH:19][cH:20]1.[CH3:27][C:28](=[O:29])[CH3:30].[Cl:1][c:2]1[c:3]([N+:9](=[O:10])[O-:11])[cH:4][c:5]([OH:8])[cH:6][cH:7]1.[Na+:21].[Na+:22].[O-:23][C:24](=[O:25])[O-:26]>>[Cl:1][c:2]1[c:3]([N+:9](=[O:10])[O-:11])[cH:4][c:5]([O:8][CH:13]([CH3:14])[c:15]2[cH:16][cH:17][cH:18][cH:19][cH:20]2)[cH:6][cH:7]1. Reaction conditions: temperature -10 celsius, time 30 minute. Reaction SMILES: [CH3:1][C@@H:2]([C:11]([O-])=[O:12])[CH2:3][C:4]([O:6][C:7]([CH3:10])([CH3:9])[CH3:8])=[O:5].C1COCC1>CO>[OH:12][CH2:11][C@H:2]([CH3:1])[CH2:3][C:4]([O:6][C:7]([CH3:10])([CH3:9])[CH3:8])=[O:5]. The yield is 91.6%. Solvent: CO (methanol). Reactants: C[C@H](CC(=O)OC(C)(C)C)C(=O)[O-] (1-tert-butyl (3R)-3-methylsuccinate), C1CCOC1 (THF). Procedure: Borane-dimethyl sulphide complex (10M, 10.3 ml) was added during 15 minutes to a stirred mixture of 1-tert-butyl (3R)-3-methylsuccinate (12.9 g) and THF (200 ml) which had been cooled to -10° C. and placed under an atmosphere of argon. The mixture was stirred at -10° C. for 30 minutes. The mixture was allowed to warm to room temperature and was stirred for 1 hour. The mixture was recooled to 5° C. and methanol (50 ml) was added portionwise. The mixture was allowed to warm to room temperature and... The product is OC[C@@H](CC(=O)OC(C)(C)C)C (tert-butyl (3R)-4-hydroxy-3-methylbutyrate).